This data is from the Open Reaction Database (ORD), a public repository of structured organic reaction records. The task is: describe an organic reaction: reactants, conditions, products, and yield The reactants are C1(=CC=CC=C1)C1=C(C(C=C1)=C)C1=CC=CC=C1 (diphenylfulvene), CCCCCC (hexane), C(CCC)[Li] (n-butyllithium), C1=CC=CC=2C3=CC=CC=C3CC12 (fluorene). Run in O1CCCC1 (tetrahydrofuran), O (water). Conditions: time 40 minute. The product is C1(=CCCC1)C(C1=CC=CC=C1)(C1=CC=CC=C1)C1C2=CC=CC=C2C=2C=CC=CC12 (1,1-cyclopentadienyl-(9-fluorenyl)diphenylmethane). The yield is 42.0%. RXN SMILES: [CH3:1]CCCCC.[CH2:7]([Li])[CH2:8][CH2:9][CH3:10].[CH:12]1[C:24]2[CH2:23][C:22]3[C:17](=[CH:18][CH:19]=[CH:20][CH:21]=3)[C:16]=2[CH:15]=[CH:14][CH:13]=1.[C:25]1([C:31]2[CH:35]=[CH:34][C:33](=[CH2:36])[C:32]=2[C:37]2[CH:42]=[CH:41][CH:40]=[CH:39][CH:38]=2)C=CC=CC=1>O1CCCC1.O>[C:10]1([C:32]([CH:23]2[C:22]3[CH:21]=[CH:20][CH:19]=[CH:18][C:17]=3[C:16]3[C:24]2=[CH:12][CH:13]=[CH:14][CH:15]=3)([C:31]2[CH:25]=[CH:36][CH:33]=[CH:34][CH:35]=2)[C:37]2[CH:38]=[CH:39][CH:40]=[CH:41][CH:42]=2)[CH2:1][CH2:7][CH2:8][CH:9]=1. Reported procedure: 12.3 cm3 (30.7 mmol) of a 2.5 molar hexane solution of n-butyllithium were slowly added to a solution of 5.10 g (30.7 mmol) of fluorene in 60 cm3 of tetrahydrofuran at room temperature. After 40 minutes, 7.07 g (30.7 mmol) of diphenylfulvene were added to the orange solution and the mixture was stirred overnight. 60 cm3 of water were added to the dark red solution, whereupon the solution became yellow in color, and the solution was extracted with ether. The ether phase was dried over MgSO4 and c... Reactants: C1(CCCC1)OC=1C=C(C=CC1OC)CCC(=O)OC (methyl 3-(3-cyclopentoxy-4-methoxyphenyl)-n-propanoate), solution, [OH-].[K+] (potassium hydroxide). The solvent is CO (methanol), O (water). Reaction conditions: time 16 hour. Yields the product C1(CCCC1)OC=1C=C(C=CC1OC)CCC(=O)O (3-(3-Cyclopentoxy-4-methoxyphenyl)-n-propanoic acid). RXN SMILES: [CH:1]1([O:6][C:7]2[CH:8]=[C:9]([CH2:15][CH2:16][C:17]([O:19]C)=[O:18])[CH:10]=[CH:11][C:12]=2[O:13][CH3:14])[CH2:5][CH2:4][CH2:3][CH2:2]1.[OH-].[K+]>CO.O>[CH:1]1([O:6][C:7]2[CH:8]=[C:9]([CH2:15][CH2:16][C:17]([OH:19])=[O:18])[CH:10]=[CH:11][C:12]=2[O:13][CH3:14])[CH2:2][CH2:3][CH2:4][CH2:5]1 |f:1.2|. Procedure details: To a stirring solution of 0.38 g (1.37 mmol) of methyl 3-(3-cyclopentoxy-4-methoxyphenyl)-n-propanoate in 20 mL of methanol was added dropwise 25 mL of a 1.0N solution of potassium hydroxide in water over a 5 minute period. The mixture precipitated immediately, but returned to a solution after a 16 hour period at which time the solution was concentrated, diluted with 20 mL of water and neutralized to pH 1.0 with concentrated hydrochloric acid. The analytically pure white solid which formed was c... Reactants: COC(COC1=CC2=C(C(=CC=C2C=C1)O)C(C)=O)=O ([(8-acetyl-7-hydroxy-2-naphthalenyl)oxy]acetic acid methyl ester), [H-].[Na+] (sodium hydride), BrCCCOCCCBr (bis(3-bromopropyl)ether). Run in CN(C=O)C (dimethylformamide). Reaction conditions: time 40 minute. The product is COC(COC1=CC2=C(C(=CC=C2C=C1)OCCCOCCCBr)C(C)=O)=O ([[8-acetyl-7-[3-(3-bromopropoxy)propoxy]-2-naphthalenyl]oxy]acetic acid methyl ester). Isolated yield 60.5%. As a reaction SMILES: [CH3:1][O:2][C:3](=[O:20])[CH2:4][O:5][C:6]1[CH:15]=[CH:14][C:13]2[C:8](=[C:9]([C:17](=[O:19])[CH3:18])[C:10]([OH:16])=[CH:11][CH:12]=2)[CH:7]=1.[H-].[Na+].[Br:23][CH2:24][CH2:25][CH2:26][O:27][CH2:28][CH2:29][CH2:30]Br>CN(C)C=O>[CH3:1][O:2][C:3](=[O:20])[CH2:4][O:5][C:6]1[CH:15]=[CH:14][C:13]2[C:8](=[C:9]([C:17](=[O:19])[CH3:18])[C:10]([O:16][CH2:30][CH2:29][CH2:28][O:27][CH2:26][CH2:25][CH2:24][Br:23])=[CH:11][CH:12]=2)[CH:7]=1 |f:1.2|. Reported procedure: Under an argon atmosphere, 1 g of [(8-acetyl-7-hydroxy-2-naphthalenyl)oxy]acetic acid methyl ester was added to a suspension of 0.16 g of 60% sodium hydride in 15 ml of anhydrous dimethylformamide. The mixture was stirred at room temperature for 40 minutes and then 4.75 g of bis(3-bromopropyl)ether was added. The mixture was stirred at room temperature for 20 hours. The mixture was concentrated in vacuo to an oil which was dissolved in ethyl acetate, washed with water and concentrated to give an... Reaction SMILES: [Br:12][c:13]1[c:14]([Cl:15])[c:16]([Cl:17])[cH:18][cH:19][cH:20]1.[Br:1][c:2]1[c:3]([Cl:9])[cH:4][cH:5][c:6]([Cl:8])[cH:7]1.[CH3:24][OH:25].[ClH:21].[Cu:22].[Na+:11].[OH-:10].[OH2:23]>>[c:2]1([OH:10])[c:3]([Cl:9])[cH:4][cH:5][c:6]([Cl:8])[cH:7]1. Yields the product Oc1cc(Cl)ccc1Cl. Starting materials: Clc1cccc(Br)c1Cl, Clc1ccc(Cl)c(Br)c1, CO, Cl, [Cu], [Na+], [OH-], O. Starting materials: [Si](C)(C)(C)C=[N+]=[N-] (TMSCHN2), C(C1=CC=CC=C1)C(C(=O)OCC)(C(=O)NN)O (ethyl 2-benzyl-3-hydrazinyl-2-hydroxy-3-oxopropanoate), COC=1C=C(C#N)C=C(C1)OC (3,5-dimethoxybenzonitrile), C(=O)([O-])[O-].[K+].[K+] (K2CO3). The solvent is CO (methanol), C(CCC)O (n-butanol), C(C)(=O)OCC (ethyl acetate), O (water). Conditions: temperature 160 celsius, time 30 minute. Product: COC=1C=C(C=C(C1)OC)C=1NC(=NN1)C(C(=O)OC)(CC1=CC=CC=C1)O (methyl 2-[5-(3,5-dimethoxyphenyl)-4H-1,2,4-triazol-3-yl]-2-hydroxy-3-phenylpropanoate). RXN SMILES: [CH2:1]([C:8]([OH:18])([C:14]([NH:16][NH2:17])=O)[C:9]([O:11][CH2:12]C)=[O:10])[C:2]1[CH:7]=[CH:6][CH:5]=[CH:4][CH:3]=1.[CH3:19][O:20][C:21]1[CH:22]=[C:23]([CH:26]=[C:27]([O:29][CH3:30])[CH:28]=1)[C:24]#[N:25].C([O-])([O-])=O.[K+].[K+].[Si](C=[N+]=[N-])(C)(C)C>C(O)CCC.C(OCC)(=O)C.O.CO>[CH3:30][O:29][C:27]1[CH:26]=[C:23]([C:24]2[NH:25][C:14]([C:8]([OH:18])([CH2:1][C:2]3[CH:7]=[CH:6][CH:5]=[CH:4][CH:3]=3)[C:9]([O:11][CH3:12])=[O:10])=[N:16][N:17]=2)[CH:22]=[C:21]([O:20][CH3:19])[CH:28]=1 |f:2.3.4|. Procedure details: To the mixture of ethyl 2-benzyl-3-hydrazinyl-2-hydroxy-3-oxopropanoate (40 mg), 3,5-dimethoxybenzonitrile (55 mg) and K2CO3 (44 mg) in 2 mL of n-butanol was heated at 160° C. for 1.5 h. The mixture was then diluted with ethyl acetate and water. The aqueous layer was washed with ethyl acetate and then acidified until pH=1. The mixture was then extracted with 30% isopropanol in chloroform. The organic layer was dried with magnesium sulfate and concentrated to give the crude acid, which was then d... Reactants: N1=C(C=CC=C1)C (α-picoline), CNC(C)C (N-methyl-N-[1-methylethyl]amine), P(Cl)(Cl)(Cl)(Cl)Cl (phosphorus pentachloride), S(=O)(=O)=O (sulfur trioxide), solution. The solvent is ClCCCl (1,2-dichloroethane), ClCCCl (1,2-dichloroethane). Conditions: temperature 20 celsius, time 15 minute. Product: CN(S(=O)(=O)Cl)C(C)C (N-Methyl-N-[1-methylethyl]sulfamoyl chloride). As a reaction SMILES: [S:1](=[O:4])(=O)=[O:2].[N:5]1[CH:10]=CC=[CH:7][C:6]=1[CH3:11].CNC(C)C.P(Cl)(Cl)(Cl)(Cl)[Cl:18]>ClCCCl>[CH3:10][N:5]([CH:6]([CH3:11])[CH3:7])[S:1]([Cl:18])(=[O:4])=[O:2]. Reported procedure: 63.2 g (0.41 mol) of sulfur trioxide as a 52% solution in 1,2-dichloroethane were added with stirring at from 0 to 5° C. within 15 min to a solution of 70.0 g (0.752 mol) of α-picoline in 250 ml of 1,2-dichloroethane, followed by washing with 50 ml of 1,2-dichloroethane and stirring for 15 min until the temperature rose to 25° C. 26.3 g (0.342 mol) of 95% pure N-methyl-N-[1-methylethyl]amine were then added within 15 min with stirring at from 20 to 35° C., followed by washing with 50 ml of 1,2-d... As a reaction SMILES: [C:1]([CH3:2])([CH3:3])([CH3:4])[c:5]1[cH:6][c:7]([C:8](=[O:9])[OH:10])[cH:11][c:12]([C:15]([CH3:16])([CH3:17])[CH3:18])[c:13]1[OH:14].[S:19]([Cl:20])([Cl:21])=[O:22].[cH:23]1[cH:24][cH:25][n:26][cH:27][cH:28]1.[cH:29]1[cH:30][cH:31][cH:32][cH:33][cH:34]1>>[C:1]([CH3:2])([CH3:3])([CH3:4])[c:5]1[cH:6][c:7]([C:8](=[O:9])[Cl:21])[cH:11][c:12]([C:15]([CH3:16])([CH3:17])[CH3:18])[c:13]1[OH:14]. Product: CC(C)(C)c1cc(C(=O)Cl)cc(C(C)(C)C)c1O. The reactants are CC(C)(C)c1cc(C(=O)O)cc(C(C)(C)C)c1O, O=S(Cl)Cl, c1ccncc1, c1ccccc1. The reactants are ClS(=O)(=O)N=C=O (chlorosulfonyl isocyanate), NC1=NC(=CC(=N1)OC)OC (2-amino-4,6-dimethoxypyrimidine). Run in O1CCCC1 (tetrahydrofuran), O1CCCC1 (THF). Run at time 30 minute. Product: ClS(=O)(=O)NC(=O)NC1=NC(=CC(=N1)OC)OC (N-chlorosulfonyl-N'-(4,6-dimethoxy-2-pyrimidinyl)urea). RXN SMILES: [Cl:1][S:2]([N:5]=[C:6]=[O:7])(=[O:4])=[O:3].[NH2:8][C:9]1[N:14]=[C:13]([O:15][CH3:16])[CH:12]=[C:11]([O:17][CH3:18])[N:10]=1>O1CCCC1>[Cl:1][S:2]([NH:5][C:6]([NH:8][C:9]1[N:10]=[C:11]([O:17][CH3:18])[CH:12]=[C:13]([O:15][CH3:16])[N:14]=1)=[O:7])(=[O:4])=[O:3]. Procedure: A solution of 4.8 g of chlorosulfonyl isocyanate in 10 ml of tetrahydrofuran (THF) is added to a solution of 4.7 g of 2-amino-4,6-dimethoxypyrimidine in 80 ml of THF under ice cooling and stirred for 30 minutes to yield N-chlorosulfonyl-N'-(4,6-dimethoxy-2-pyrimidinyl)urea. A solution of 1.0 g of 2-methylpyrrolo[1,2-a]pyridine in 10 ml of THF and 1.0 g of aluminum chloride are added to the above mixture and stirred for an hour at room temperature. THF is distilled off. The residue after addition... The reactants are BrC=1C(=CC2=C(C=3N=C(SC3CCO2)C(=O)N)C1)F (9-Bromo-8-fluoro-4,5-dihydro-6-oxa-3-thia-1-aza-benzo[e]azulene-2-carboxylic acid amide), CC1=CC(=NO1)[C@@](C)(C#C)O ((2R)-2-(5-methylisoxazol-3-yl)but-3-yn-2-ol). Yields the product FC1=CC2=C(C=3N=C(SC3CCO2)C(=O)N)C=C1C#C[C@](C)(C1=NOC(=C1)C)O (8-Fluoro-9-[(R)-3-hydroxy-3-(5-methyl-isoxazol-3-yl)-but-1-ynyl]-4,5-dihydro-6-oxa-3-thia-1-aza-benzo[e]azulene-2-carboxylic acid amide). RXN SMILES: Br[C:2]1[C:3]([F:19])=[CH:4][C:5]2[O:14][CH2:13][CH2:12][C:11]3[S:10][C:9]([C:15]([NH2:17])=[O:16])=[N:8][C:7]=3[C:6]=2[CH:18]=1.[CH3:20][C:21]1[O:25][N:24]=[C:23]([C@:26]([OH:30])([C:28]#[CH:29])[CH3:27])[CH:22]=1>>[F:19][C:3]1[C:2]([C:29]#[C:28][C@@:26]([OH:30])([C:23]2[CH:22]=[C:21]([CH3:20])[O:25][N:24]=2)[CH3:27])=[CH:18][C:6]2[C:7]3[N:8]=[C:9]([C:15]([NH2:17])=[O:16])[S:10][C:11]=3[CH2:12][CH2:13][O:14][C:5]=2[CH:4]=1. Procedure: Following Procedure F, 9-Bromo-8-fluoro-4,5-dihydro-6-oxa-3-thia-1-aza-benzo[e]azulene-2-carboxylic acid amide was reacted with (2R)-2-(5-methylisoxazol-3-yl)but-3-yn-2-ol to give the titled compound as a colorless solid after purification by reverse-phase HPLC. LCMS: 396.1 [M+H]+; 1H NMR (400 MHz, DMSO) δ 8.66 (d, J=8.5 Hz, 1H), 8.45 (s, 1H), 7.84 (s, 1H), 7.02 (d, J=10.4 Hz, 1H), 6.52 (s, 1H), 6.35 (s, 1H), 4.39 (t, J=4.8 Hz, 2H), 3.39 (m, 3H), 2.41 (s, 3H), 1.83 (s, 3H).